This data is from the Open Reaction Database (ORD), a public repository of structured organic reaction records. The task is: describe an organic reaction: reactants, conditions, products, and yield Starting materials: CC(C(=O)O)=CCCC(=CCCC(=CCCC(C)=O)C)C (2,6,10-trimethyl-14-oxo-2,6,10-pentadecatrienoic acid), O.N (ammonia water), C(CC)(=O)Cl (propionyl chloride). The product is CC(CNC(CC)=O)=CCCC(=CCCC(=CCCC(C)=O)C)C (N-(2,6,10-trimethyl-14-oxo-2,6,10-pentadecatrienyl)propionamide). Reaction SMILES: [CH3:1][C:2](=[CH:6][CH2:7][CH2:8][C:9]([CH3:21])=[CH:10][CH2:11][CH2:12][C:13]([CH3:20])=[CH:14][CH2:15][CH2:16][C:17](=[O:19])[CH3:18])[C:3](O)=O.O.[NH3:23].[C:24](Cl)(=[O:27])[CH2:25][CH3:26]>>[CH3:1][C:2](=[CH:6][CH2:7][CH2:8][C:9]([CH3:21])=[CH:10][CH2:11][CH2:12][C:13]([CH3:20])=[CH:14][CH2:15][CH2:16][C:17](=[O:19])[CH3:18])[CH2:3][NH:23][C:24](=[O:27])[CH2:25][CH3:26] |f:1.2|. Procedure: Starting materials: 2,6,10-trimethyl-14-oxo-2,6,10-pentadecatrienoic acid; ammonia water (28% ammonia water); and propionyl chloride.